Dataset: the Open Reaction Database (ORD), a public repository of structured organic reaction records. Task: describe an organic reaction: reactants, conditions, products, and yield The reactants are CCC(COC)n1cc(Br)nc(Br)c1=O, Clc1cc(Cl)c2c(c1)CCN2. Product: CCC(COC)n1cc(Br)nc(N2CCc3cc(Cl)cc(Cl)c32)c1=O. RXN SMILES: [Br:1][c:2]1[c:3](=[O:15])[n:4]([CH:9]([CH2:10][CH3:11])[CH2:12][O:13][CH3:14])[cH:5][c:6]([Br:8])[n:7]1.[Cl:16][c:17]1[cH:18][c:19]2[c:23]([c:24]([Cl:26])[cH:25]1)[NH:22][CH2:21][CH2:20]2>>[c:2]1([N:22]2[CH2:21][CH2:20][c:19]3[cH:18][c:17]([Cl:16])[cH:25][c:24]([Cl:26])[c:23]32)[c:3](=[O:15])[n:4]([CH:9]([CH2:10][CH3:11])[CH2:12][O:13][CH3:14])[cH:5][c:6]([Br:8])[n:7]1. Starting materials: C[Si](CCOC(=O)N1C(CCCC1)CCOC1=C(C(NC2=CC(=C(C=C12)N1N=NNC1=O)Cl)=O)C1=CC(=CC(=C1)C)C)(C)C (2-{2-[7-chloro-3-(3,5-dimethylphenyl)-2-oxo-6-(5-oxo-4,5-dihydro-tetrazol-1-yl) -1,2-dihydro-quinolin-4-yloxy]-ethyl}-piperidine-1-carboxylic acid 2-trimethylsilanylethyl ester), C([O-])([O-])=O.[K+].[K+] (potassium carbonate), IC (iodomethane). Run at time 30 minute. Yields the product C[Si](CCOC(=O)N1C(CCCC1)CCOC1=C(C(NC2=CC(=C(C=C12)N1N=NN(C1=O)C)Cl)=O)C1=CC(=CC(=C1)C)C)(C)C (2-{2-[7-chloro-3-(3,5-dimethylphenyl)-6-(4-methyl-5-oxo-4,5-dihydro-tetrazol-1-yl)-2-oxo-1,2-dihydro-quinolin-4-yloxy]-ethyl}-piperidine-1-carboxylic acid 2-trimethylsilanylethyl ester). As a reaction SMILES: [CH3:1][Si:2]([CH3:44])([CH3:43])[CH2:3][CH2:4][O:5][C:6]([N:8]1[CH2:13][CH2:12][CH2:11][CH2:10][CH:9]1[CH2:14][CH2:15][O:16][C:17]1[C:26]2[C:21](=[CH:22][C:23]([Cl:33])=[C:24]([N:27]3[C:31](=[O:32])[NH:30][N:29]=[N:28]3)[CH:25]=2)[NH:20][C:19](=[O:34])[C:18]=1[C:35]1[CH:40]=[C:39]([CH3:41])[CH:38]=[C:37]([CH3:42])[CH:36]=1)=[O:7].[C:45](=O)([O-])[O-].[K+].[K+].IC>>[CH3:44][Si:2]([CH3:43])([CH3:1])[CH2:3][CH2:4][O:5][C:6]([N:8]1[CH2:13][CH2:12][CH2:11][CH2:10][CH:9]1[CH2:14][CH2:15][O:16][C:17]1[C:26]2[C:21](=[CH:22][C:23]([Cl:33])=[C:24]([N:27]3[C:31](=[O:32])[N:30]([CH3:45])[N:29]=[N:28]3)[CH:25]=2)[NH:20][C:19](=[O:34])[C:18]=1[C:35]1[CH:40]=[C:39]([CH3:41])[CH:38]=[C:37]([CH3:42])[CH:36]=1)=[O:7] |f:1.2.3|. Procedure details: To a solution of 2-{2-[7-chloro-3-(3,5-dimethylphenyl)-2-oxo-6-(5-oxo-4,5-dihydro-tetrazol-1-yl) -1,2-dihydro-quinolin-4-yloxy]-ethyl}-piperidine-1-carboxylic acid 2-trimethylsilanylethyl ester (35 mg in 2 mL dry N,N-dimethylformamide) was added 26 mg of finely powdered potassium carbonate followed by 0.011 mL iodomethane and the mixture stirred at room temperature. After 30 minutes, the reaction was quenched by the addition of saturated ammonium chloride and the mixture partitioned between ethy... Starting materials: CC(=O)N1CCN(C2CCC(c3ccc(N)c4c3CN(C)C4=O)CC2)CC1, CCOP(=O)(Cc1ccc(Nc2ncc(C(F)(F)F)c(Cl)n2)c(OC)c1)OCC. Yields the product CCOP(=O)(Cc1ccc(Nc2ncc(C(F)(F)F)c(Nc3ccc(C4CCC(N5CCN(C(C)=O)CC5)CC4)c4c3C(=O)N(C)C4)n2)c(OC)c1)OCC. As a reaction SMILES: [C:30]([CH3:31])(=[O:32])[N:33]1[CH2:34][CH2:35][N:36]([CH:39]2[CH2:40][CH2:41][CH:42]([c:45]3[c:46]4[c:50]([c:51]([NH2:54])[cH:52][cH:53]3)[C:49](=[O:55])[N:48]([CH3:56])[CH2:47]4)[CH2:43][CH2:44]2)[CH2:37][CH2:38]1.[CH2:1]([CH3:2])[O:3][P:4]([O:5][CH2:6][CH3:7])(=[O:8])[CH2:9][c:10]1[cH:11][c:12]([O:28][CH3:29])[c:13]([NH:16][c:17]2[n:18][cH:19][c:20]([C:24]([F:25])([F:26])[F:27])[c:21]([Cl:23])[n:22]2)[cH:14][cH:15]1>>[CH2:1]([CH3:2])[O:3][P:4]([O:5][CH2:6][CH3:7])(=[O:8])[CH2:9][c:10]1[cH:11][c:12]([O:28][CH3:29])[c:13]([NH:16][c:17]2[n:18][cH:19][c:20]([C:24]([F:25])([F:26])[F:27])[c:21]([NH:54][c:51]3[c:50]4[c:46]([c:45]([CH:42]5[CH2:41][CH2:40][CH:39]([N:36]6[CH2:35][CH2:34][N:33]([C:30]([CH3:31])=[O:32])[CH2:38][CH2:37]6)[CH2:44][CH2:43]5)[cH:53][cH:52]3)[CH2:47][N:48]([CH3:56])[C:49]4=[O:55])[n:22]2)[cH:14][cH:15]1. Reactants: BrCCCCC1=CC=CC=C1 (1-bromo-4-phenylbutane), C([O-])([O-])=O.[K+].[K+] (potassium carbonate), CN(C=O)C (N,N-dimethylformamide). Product: C1(=CC=CC=C1)CCCCOC=1C=C(C=O)C=CC1 (m-(4-phenylbutoxy)benzaldehyde). As a reaction SMILES: Br[CH2:2][CH2:3][CH2:4][CH2:5][C:6]1[CH:11]=[CH:10][CH:9]=[CH:8][CH:7]=1.[C:12](=[O:15])([O-])[O-].[K+].[K+].CN(C)[CH:20]=[O:21]>>[C:6]1([CH2:5][CH2:4][CH2:3][CH2:2][O:21][C:20]2[CH:2]=[C:3]([CH:4]=[CH:5][CH:6]=2)[CH:12]=[O:15])[CH:11]=[CH:10][CH:9]=[CH:8][CH:7]=1 |f:1.2.3|. Procedure details: A solution of 380 mg of m-hydroxybenzaldehyde, 600 mg of 1-bromo-4-phenylbutane and 580 mg of potassium carbonate in 3 ml of N,N-dimethylformamide was stirred overnight at room temperature. After dilution with ethyl acetate, the reaction mixture was washed with water, 1N sodium hydroxide, water and saturated aqueous solution of sodium chloride, in that order, and then dried over anhydrous magnesium sulfate. The ethyl acetate layer was concentrated under reduced pressure to give 660 mg of m-(4-ph... The reactants are C#CCBr, C[N+](C)(C)Cc1ccccc1, [Cl-], ClCCl, [Na+], [OH-], OCCn1cnc2cnc3ccccc3c21. Yields the product C#CCOCCn1cnc2cnc3ccccc3c21. As a reaction SMILES: [CH2:19]([C:20]#[CH:21])[Br:22].[CH2:24]([N+:25]([CH3:26])([CH3:27])[CH3:28])[c:29]1[cH:30][cH:31][cH:32][cH:33][cH:34]1.[Cl-:23].[Cl:35][CH2:36][Cl:37].[Na+:18].[OH-:17].[n:1]1([CH2:14][CH2:15][OH:16])[cH:2][n:3][c:4]2[cH:5][n:6][c:7]3[cH:8][cH:9][cH:10][cH:11][c:12]3[c:13]12>>[n:1]1([CH2:14][CH2:15][O:16][CH2:21][C:20]#[CH:19])[cH:2][n:3][c:4]2[cH:5][n:6][c:7]3[cH:8][cH:9][cH:10][cH:11][c:12]3[c:13]12. The reactants are C(C)(=O)NC1=CC=C(C=C1)S(=O)(=O)N=[N+]=[N-] (4-acetamidobenzenesulfonyl azide), C(C)(=O)NC1=CC=C(C=C1)S(=O)(=O)N=[N+]=[N-] (4-acetamidobenzenesulfonyl azide), O=C(CP(OC)(OC)=O)C (dimethyl 2-oxopropylphosphonate), O=C(CP(OC)(OC)=O)C (dimethyl 2-oxopropylphosphonate), [H-].[Na+] (NaH). Run in C1=CC=CC=C1 (benzene), C1CCOC1 (THF), C1=CC=CC=C1 (benzene), C1=CC=CC=C1 (benzene), C1CCOC1 (THF). Reaction conditions: temperature 7.5 celsius, time 1 hour. Yields the product [N+](=[N-])=C(C(C)=O)P(OC)(OC)=O (dimethyl 1-diazo-2-oxopropylphosphonate). Isolated yield 100.4%. As a reaction SMILES: [H-].[Na+].[O:3]=[C:4]([CH3:12])[CH2:5][P:6](=[O:11])([O:9][CH3:10])[O:7][CH3:8].C(NC1C=CC(S([N:26]=[N+:27]=[N-])(=O)=O)=CC=1)(=O)C>C1C=CC=CC=1.C1COCC1>[N+:26](=[C:5]([P:6](=[O:11])([O:9][CH3:10])[O:7][CH3:8])[C:4](=[O:3])[CH3:12])=[N-:27] |f:0.1|. Procedure details: To a suspension of 4.1 g of NaH (washed with hexane) in 110 mL of benzene and 25 mL of THF at 5° C., was added 15.5 g of dimethyl 2-oxopropylphosphonate (Formula 13) in 15 mL of benzene. The resulting solution was stirred at 5-10° C. for 1 hour. A solution of 24.7 g of 4-acetamidobenzenesulfonyl azide (Formula 14) in 25 mL of benzene and 50 mL of THF was then added and the mixture was stirred at room temperature for 2 hours. The yellow suspension was filtered through celite and washed with ethyl... Reactants: BrC=1C=NC=C(C1)F (3-bromo-5-fluoropyridine), OC=1C=NC=NC1 (5-hydroxypyrimidine), C([O-])([O-])=O.[K+].[K+] (potassium carbonate). The solvent is CN(C)C=O (DMF), [Li+].[Cl-] (LiCl). Product: BrC=1C=C(C=NC1)OC=1C=NC=NC1 (5-((5-Bromopyridin-3-yl)oxy)pyrimidine). Isolated yield 61.3%. RXN SMILES: [Br:1][C:2]1[CH:3]=[N:4][CH:5]=[C:6](F)[CH:7]=1.[OH:9][C:10]1[CH:11]=[N:12][CH:13]=[N:14][CH:15]=1.C(=O)([O-])[O-].[K+].[K+]>CN(C=O)C.[Li+].[Cl-]>[Br:1][C:2]1[CH:7]=[C:6]([O:9][C:10]2[CH:11]=[N:12][CH:13]=[N:14][CH:15]=2)[CH:5]=[N:4][CH:3]=1 |f:2.3.4,6.7|. Procedure details: A mixture of 3-bromo-5-fluoropyridine (2.0 g, 11 mmol, 1.0 eq), 5-hydroxypyrimidine (1.3 g, 14 mmol, 1.2 eq), and potassium carbonate (2.4 g, 17 mmol, 1.5 eq) in DMF (40 mL) was microwaved at 200° C. for 30 minutes. The reaction was diluted with 3M LiCl and extracted (3×) with CH2Cl2. The combined organics were dried (MgSO4), filtered, and concentrated in vacuo. Purification by flash chromatography on silica gel afforded 1.7 g (92%) of the title compound as a tan solid: 1H NMR (400 MHz, DMSO-d6)... Reactants: C1(CCC2=CC=CC=C12)=O (indan-1-one), C(=O)C1=CC=C(C(=O)OC)C=C1 (methyl 4-formylbenzoate), N1CCCCC1 (piperidine). The solvent is industrial methylated spirits, C(C)(=O)O (acetic acid). The product is O=C1C(CC2=CC=CC=C12)=CC1=CC=C(C(=O)OC)C=C1 (methyl 4-(1-oxoindan-2-ylidenemethyl)benzoate). Reaction SMILES: [C:1]1(=[O:10])[C:9]2[C:4](=[CH:5][CH:6]=[CH:7][CH:8]=2)[CH2:3][CH2:2]1.[CH:11]([C:13]1[CH:22]=[CH:21][C:16]([C:17]([O:19][CH3:20])=[O:18])=[CH:15][CH:14]=1)=O.N1CCCCC1>C(O)(=O)C>[O:10]=[C:1]1[C:9]2[C:4](=[CH:5][CH:6]=[CH:7][CH:8]=2)[CH2:3][C:2]1=[CH:11][C:13]1[CH:22]=[CH:21][C:16]([C:17]([O:19][CH3:20])=[O:18])=[CH:15][CH:14]=1. Procedure: A mixture of indan-1-one (3.3 g), methyl 4-formylbenzoate (5.0 g), piperidine (0.6 ml) and glacial acetic acid (0.5 ml) was heated on a steam bath for 3 hours. The solid mass obtained was boiled up in industrial methylated spirits (200 ml) and then hot filtered. The solid residue obtained was washed with industrial methylated spirits and dried to give methyl 4-(1-oxoindan-2-ylidenemethyl)benzoate, m.p. 194-198° C.